From a dataset of the Open Reaction Database (ORD), a public repository of structured organic reaction records. describe an organic reaction: reactants, conditions, products, and yield The reagents and catalysts are O=P(Cl)(Cl)Cl (POCl3). Reactants: COC=1C=CC(=NC1OC)NC=1C=2N(N=C(C1)N1CC(CCC1)C(=O)O)C=CN2 (1-(8-(5,6-dimethoxypyridin-2-ylamino)imidazo[1,2-b]pyridazin-6-yl)piperidine-3-carboxylic acid), NC=1C=C2C(NC(C2=CC1)=O)=O (5-aminoisoindoline-1,3-dione), N1=CC=CC=C1 (pyridine), Cl (HCl). Solvent: O (water). Reaction SMILES: [CH3:1][O:2][C:3]1[CH:4]=[CH:5][C:6]([NH:11][C:12]2[C:13]3[N:14]([CH:27]=[CH:28][N:29]=3)[N:15]=[C:16]([N:18]3[CH2:23][CH2:22][CH2:21][CH:20]([C:24]([OH:26])=O)[CH2:19]3)[CH:17]=2)=[N:7][C:8]=1[O:9][CH3:10].[NH2:30][C:31]1[CH:32]=[C:33]2[C:37](=[CH:38][CH:39]=1)[C:36](=[O:40])[NH:35][C:34]2=[O:41].N1C=CC=CC=1.[ClH:48]>O=P(Cl)(Cl)Cl.O>[ClH:48].[CH3:1][O:2][C:3]1[CH:4]=[CH:5][C:6]([NH:11][C:12]2[C:13]3[N:14]([CH:27]=[CH:28][N:29]=3)[N:15]=[C:16]([N:18]3[CH2:23][CH2:22][CH2:21][CH:20]([C:24]([NH:30][C:31]4[CH:32]=[C:33]5[C:37](=[CH:38][CH:39]=4)[C:36](=[O:40])[NH:35][C:34]5=[O:41])=[O:26])[CH2:19]3)[CH:17]=2)=[N:7][C:8]=1[O:9][CH3:10] |f:6.7|. Isolated yield 2.0%. Product: Cl.COC=1C=CC(=NC1OC)NC=1C=2N(N=C(C1)N1CC(CCC1)C(=O)NC=1C=C3C(NC(C3=CC1)=O)=O)C=CN2 (1-(8-(5,6-dimethoxypyridin-2-ylamino)imidazo[1,2-b]pyridazin-6-yl)-N-(1,3-dioxoisoindolin-5-yl)piperidine-3-carboxamide hydrochloride). Procedure: A mixture of 1-(8-(5,6-dimethoxypyridin-2-ylamino)imidazo[1,2-b]pyridazin-6-yl)piperidine-3-carboxylic acid (500 mg, 1.26 mmol), 5-aminoisoindoline-1,3-dione (250 mg, 1.51 mmol) and pyridine (10 mL) was stirred at 0° C. for 2 h. POCl3 (20 drops) was added and stirred for 10 mins, then water (5 mL) was added and the mixture extracted with ethyl acetate (10 mL). The organic layer was washed with brine (10 mL), then dried over Na2SO4, filtered and concentrated in vacuo. The crude product was purifi... Reaction conditions: temperature 0 celsius, time 2 hour. Starting materials: BrC1=CC(=C(C=C1)CC=O)NC1CCOCC1 (4-Bromo-2-[(tetrahydropyran4-yl)amino]-phenylacetaldehyde), dimethyl acetal. Solvent: Cl (HCl), CO (methanol). Yields the product BrC1=CC=C2C=CN(C2=C1)C1CCOCC1 (6-Bromo-1-(tetrahydropyran-4-yl)-indole). Isolated yield 96.0%. RXN SMILES: [Br:1][C:2]1[CH:7]=[CH:6][C:5]([CH2:8][CH:9]=O)=[C:4]([NH:11][CH:12]2[CH2:17][CH2:16][O:15][CH2:14][CH2:13]2)[CH:3]=1>Cl.CO>[Br:1][C:2]1[CH:3]=[C:4]2[C:5]([CH:8]=[CH:9][N:11]2[CH:12]2[CH2:17][CH2:16][O:15][CH2:14][CH2:13]2)=[CH:6][CH:7]=1. Reported procedure: 4-Bromo-2-[(tetrahydropyran4-yl)amino]-phenylacetaldehyde, dimethyl acetal (522 mg, 1.516 mmol) was dissolved in 20 ml of 1M HCl in methanol. The solution was refluxed for 2 hrs and the solvent evaporated to give the title compound (407 mg, 96%) as an off-white solid. The reactants are CCCCCCCCCCCC(=O)OCC, CCCCCCCCCCCC1=NCCN1CCOC, COCCNCCN. Yields the product CCCCCCCCCCCC1=NCCN1CCOCC. As a reaction SMILES: [C:21]([O:22][CH2:23][CH3:24])(=[O:25])[CH2:26][CH2:27][CH2:28][CH2:29][CH2:30][CH2:31][CH2:32][CH2:33][CH2:34][CH2:35][CH3:36].[CH3:1][O:2][CH2:3][CH2:4][N:5]1[C:6]([CH2:10][CH2:11][CH2:12][CH2:13][CH2:14][CH2:15][CH2:16][CH2:17][CH2:18][CH2:19][CH3:20])=[N:7][CH2:8][CH2:9]1.[CH3:37][O:38][CH2:39][CH2:40][NH:41][CH2:42][CH2:43][NH2:44]>>[CH2:1]([O:2][CH2:3][CH2:4][N:5]1[C:6]([CH2:10][CH2:11][CH2:12][CH2:13][CH2:14][CH2:15][CH2:16][CH2:17][CH2:18][CH2:19][CH3:20])=[N:7][CH2:8][CH2:9]1)[CH3:21].